describe an organic reaction: reactants, conditions, products, and yield From a dataset of the Open Reaction Database (ORD), a public repository of structured organic reaction records. The reactants are C(C)(C)(C)OC(=O)NC(CN)COC(NCCCCCCCCCCCCCCCCCC)=O (2-tert-Butoxycarbonylamino-3-octadecylcarbamoyloxypropylamine), ClCCCS(=O)(=O)NCC(CSCCCCCCCCCCCCCCCC)OC (3-(3-chloropropylsulfonylamino)-1-hexadecylthio-2-methoxypropane), C1(C=2C(C(N1)=O)=CC=CC2)=O (phthalimide). Product: C(CCCCCCCCCCCCCCC)SCC(CN)COC (3-hexadecylthio-2-methoxymethylpropylamine). RXN SMILES: [C:1]([O:5][C:6](NC(COC(=O)NCCCCCCCCCCCCCCCCCC)CN)=O)(C)(C)C.ClCCCS([NH:42][CH2:43][CH:44](OC)[CH2:45][S:46][CH2:47][CH2:48][CH2:49][CH2:50][CH2:51][CH2:52][CH2:53][CH2:54][CH2:55][CH2:56][CH2:57][CH2:58][CH2:59][CH2:60][CH2:61][CH3:62])(=O)=O.C1(=O)NC(=O)C2=CC=CC=C12>>[CH2:47]([S:46][CH2:45][CH:44]([CH2:1][O:5][CH3:6])[CH2:43][NH2:42])[CH2:48][CH2:49][CH2:50][CH2:51][CH2:52][CH2:53][CH2:54][CH2:55][CH2:56][CH2:57][CH2:58][CH2:59][CH2:60][CH2:61][CH3:62]. Reported procedure: 3-Hexadecylthio-2-methoxymethylpropanol IV k3 is allowed to react and worked up by the same procedure as described in (4). The phthalimide compound m.p. 45° C. The summary of the experimental condition and the physical data of the product are listed in Tables 5 and 6. Starting materials: C1COCCN1, FC(F)(F)Oc1ccc(Nc2nc(Cl)nc(Cl)n2)cc1, C1COCCO1, O. Yields the product FC(F)(F)Oc1ccc(Nc2nc(Cl)nc(N3CCOCC3)n2)cc1. RXN SMILES: [CH2:21]1[CH2:22][O:23][CH2:24][CH2:25][NH:26]1.[Cl:1][c:2]1[n:3][c:4]([NH:9][c:10]2[cH:11][cH:12][c:13]([O:16][C:17]([F:18])([F:19])[F:20])[cH:14][cH:15]2)[n:5][c:6]([Cl:8])[n:7]1.[O:27]1[CH2:28][CH2:29][O:30][CH2:31][CH2:32]1.[OH2:33]>>[c:2]1([N:26]2[CH2:21][CH2:22][O:23][CH2:24][CH2:25]2)[n:3][c:4]([NH:9][c:10]2[cH:11][cH:12][c:13]([O:16][C:17]([F:18])([F:19])[F:20])[cH:14][cH:15]2)[n:5][c:6]([Cl:8])[n:7]1. The solvent is C=1(C(=CC=CC1)C)C (xylene). The reactants are N1=C(NC2=C1C=CC=C2)NC(=O)NCCCCCCCCCCCCCC (1 -(benzimidazole-2-yl)-3-tetradecylurea), C1(=CC=CC=C1)OC(OC1=CC=CC=C1)=O (diphenylcarbonate). Reaction SMILES: [N:1]1[C:5]2[CH:6]=[CH:7][CH:8]=[CH:9][C:4]=2[NH:3][C:2]=1[NH:10][C:11]([NH:13][CH2:14][CH2:15][CH2:16][CH2:17][CH2:18][CH2:19][CH2:20][CH2:21][CH2:22][CH2:23][CH2:24][CH2:25][CH2:26][CH3:27])=[O:12].[C:28]1([O:34]C(=O)OC2C=CC=CC=2)C=CC=CC=1>C1(C)C(C)=CC=CC=1>[N:1]1[C:5]2[CH:6]=[CH:7][CH:8]=[CH:9][C:4]=2[NH:3][C:2]=1[NH:10][C:11]([NH:13][CH2:14][CH2:15][CH2:16][CH2:17][CH2:18][CH2:19][CH2:20][CH2:21][CH2:22][CH2:23][CH2:24][CH2:25][CH2:26][CH3:27])=[O:12].[NH2:10][C:2]1[NH:1][C:5]2[CH:6]=[CH:7][CH:8]=[CH:9][C:4]=2[N:3]=1.[CH2:14]([N:13]=[C:11]=[O:12])[CH2:15][CH2:16][CH2:17][CH2:18][CH2:19][CH2:20][CH2:21][CH2:22][CH2:23][CH2:24][CH2:25][CH2:26][CH3:27].[CH:14]1([N:13]2[C:28](=[O:34])[N:1]3[C:2](=[N:3][C:4]4[CH:9]=[CH:8][CH:7]=[CH:6][C:5]=43)[NH:10][C:11]2=[O:12])[CH2:15][CH2:16][CH2:17][CH2:18][CH2:19]1. Procedure details: Melting point 100° C., with decomposition. IR(CHCl3) 1,562, 1,580, 1,602, 1,618, 1,665 and 1,725 cm-1. ##STR91## The starting material 3-methyl-2,4-dioxo-1,2,3,4-tetrahydro-s-triazino-[1,2-a]-benzimidazole is known from German Published Specification DOS 2,144,505 ##STR92## The starting material 3-phenyl-2,4-dioxo-1,2,3,4-tetrahydro-s-triazino-[1,2-a]-benzimidazole is known from German Published Specification DOS 2,144,505. ##STR93## The starting material 3-tetradecyl-2,4-dioxo-1,2,3,4-tetrahydr... Yields the product N1=C(NC2=C1C=CC=C2)NC(=O)NCCCCCCCCCCCCCC (1-(benzimidazole-2-yl)-3-tetradecylurea), NC=1NC2=C(N1)C=CC=C2 (2-aminobenzimidazole), C(CCCCCCCCCCCCC)N=C=O (tetradecylisocyanate), C1(CCCCC1)N1C(NC2=NC3=C(N2C1=O)C=CC=C3)=O (3-cyclohexyl-2,4-dioxo-1,2,3,4-tetrahydro-s-triazino[1,2-a]-benzimidazole). Starting materials: C(C)(=O)[O-].[Na+] (sodium acetate), S(=O)([O-])[O-].[Na+].[Na+] (sodium sulfite), CC1=CC(=NN1)C(F)(F)F (5-methyl-3-(trifluoromethyl)pyrazole), BrBr (bromine). Procedure details: Dissolve 5-methyl-3-(trifluoromethyl)pyrazole (1.00 g, 6.66 mmol) in 60% aqueous acetic acid (13 mL). Add sodium acetate (0.819 g, 9.99 mmol) and cool to 0° C. Add bromine (1.17 g, 7.33 mmol) dropwise over 10 min. Stir at 0° C. for 3 hr, then at room temperature for 18 hr. Add ethyl acetate and saturated aqueous sodium sulfite solution. Separate organics and wash one time with saturated aqueous sodium bicarbonate solution followed by saturated aqueous sodium chloride. Dry (magnesium sulfate), fi... Reaction SMILES: [CH3:1][C:2]1[NH:6][N:5]=[C:4]([C:7]([F:10])([F:9])[F:8])[CH:3]=1.C([O-])(=O)C.[Na+].[Br:16]Br.S([O-])([O-])=O.[Na+].[Na+]>C(O)(=O)C.C(OCC)(=O)C>[Br:16][C:3]1[C:4]([C:7]([F:10])([F:9])[F:8])=[N:5][NH:6][C:2]=1[CH3:1] |f:1.2,4.5.6|. Conditions: temperature 0 celsius, time 3 hour. Product: BrC=1C(=NNC1C)C(F)(F)F (4-bromo-5-methyl-3-trifluoromethyl-1H-pyrazole). The yield is 98.4%. The solvent is C(C)(=O)O (acetic acid), C(C)(=O)OCC (ethyl acetate).